The task is: describe an organic reaction: reactants, conditions, products, and yield. This data is from the Open Reaction Database (ORD), a public repository of structured organic reaction records. Reactants: C1CCOC1, CO, COc1cc([N+](=O)[O-])ccc1Cl, [Ni]. Yields the product COc1cc(N)ccc1Cl. RXN SMILES: [CH2:15]1[O:16][CH2:17][CH2:18][CH2:19]1.[CH3:13][OH:14].[Cl:1][c:2]1[c:3]([O:11][CH3:12])[cH:4][c:5]([N+:8]([O-:9])=[O:10])[cH:6][cH:7]1.[Ni:20]>>[Cl:1][c:2]1[c:3]([O:11][CH3:12])[cH:4][c:5]([NH2:8])[cH:6][cH:7]1. The reactants are BrCCBr, CC#N, [K+], [K+], O=C([O-])[O-], N#Cc1ccc(O)cc1. Yields the product N#Cc1ccc(OCCBr)cc1. As a reaction SMILES: [Br:16][CH2:17][CH2:18][Br:19].[CH3:20][C:21]#[N:22].[K+:10].[K+:11].[O-:12][C:13]([O-:14])=[O:15].[OH:1][c:2]1[cH:3][cH:4][c:5]([C:8]#[N:9])[cH:6][cH:7]1>>[O:1]([c:2]1[cH:3][cH:4][c:5]([C:8]#[N:9])[cH:6][cH:7]1)[CH2:18][CH2:17][Br:16]. The reactants are BrC1=NN(C(=C1)C(=O)O)C1=NC=CC=C1Cl (3-bromo-1-(3-chloro-2-pyridinyl)-1H-pyrazole-5-carboxylic acid), BrC1=NN(C(=C1)C(=O)O)C1=NC=CC=C1Cl (3-bromo-1-(3-chloro-2-pyridinyl)-1H-pyrazole-5-carboxylic acid), C(C(=O)Cl)(=O)Cl (oxalyl chloride), CC=1C=CC=C2C(N(CNC12)C(C)C)=O (2,3-dihydro-8-methyl-3-(1-methylethyl)-4(1H)-quinazolinone), N1=CC=CC=C1 (pyridine), C1CNC2=NCCCN2C1 (1,5,7-triazabicyclo[4.4.0]dec-5-ene bound to polystyrene). Run in ClCCl (dichloromethane), CN(C=O)C (dimethylformamide), C(Cl)Cl (methylene chloride). Run at time 1 hour. The product is BrC1=NN(C(=C1)C(=O)N1CN(C(C2=CC=CC(=C12)C)=O)C(C)C)C1=NC=CC=C1Cl (1-[[3-bromo-1-(3-chloro-2-pyridinyl)-1H-pyrazol-5-yl]carbonyl]-2,3-dihydro-8-methyl-3-(1-methylethyl)-4(1H)-quinazolinone). Reaction SMILES: [Br:1][C:2]1[CH:6]=[C:5]([C:7]([OH:9])=O)[N:4]([C:10]2[C:15]([Cl:16])=[CH:14][CH:13]=[CH:12][N:11]=2)[N:3]=1.C(Cl)(=O)C(Cl)=O.[CH3:23][C:24]1[CH:25]=[CH:26][CH:27]=[C:28]2[C:33]=1[NH:32][CH2:31][N:30]([CH:34]([CH3:36])[CH3:35])[C:29]2=[O:37].N1C=CC=CC=1.C1CN2C(=NCCC2)NC1>ClCCl.CN(C)C=O>[Br:1][C:2]1[CH:6]=[C:5]([C:7]([N:32]2[C:33]3[C:28](=[CH:27][CH:26]=[CH:25][C:24]=3[CH3:23])[C:29](=[O:37])[N:30]([CH:34]([CH3:36])[CH3:35])[CH2:31]2)=[O:9])[N:4]([C:10]2[C:15]([Cl:16])=[CH:14][CH:13]=[CH:12][N:11]=2)[N:3]=1. Procedure details: To a solution of 3-bromo-1-(3-chloro-2-pyridinyl)-1H-pyrazole-5-carboxylic acid (787 mg, 2.45 mmol) (i.e. the product of Example 1, Step D) in dichloromethane (10 mL) was added dimethylformamide (20 μL) and oxalyl chloride (235 μL). The mixture was stirred for 1 hour, at which point it had become clear. After removing volatiles under reduced pressure, the residue was dissolved in dichloromethane (5 mL) and one half of the solution was added to a mixture of the product of Step A (0.25 g, 1.2 mmol... The reactants are COC1=NC=C(C=C1)C1=C(C(=CC=C1)[N+](=O)[O-])C (2-Methoxy-5-(2-methyl-3-nitrophenyl)pyridine), Cl.N1=CC=CC=C1 (pyridine hydrochloride). Product: CC1=C(C=CC=C1[N+](=O)[O-])C=1C=CC(NC1)=O (5-(2-Methyl-3-nitrophenyl)pyridin-2-one). The yield is 102.8%. RXN SMILES: C[O:2][C:3]1[CH:8]=[CH:7][C:6]([C:9]2[CH:14]=[CH:13][CH:12]=[C:11]([N+:15]([O-:17])=[O:16])[C:10]=2[CH3:18])=[CH:5][N:4]=1.Cl.N1C=CC=CC=1>>[CH3:18][C:10]1[C:11]([N+:15]([O-:17])=[O:16])=[CH:12][CH:13]=[CH:14][C:9]=1[C:6]1[CH:7]=[CH:8][C:3](=[O:2])[NH:4][CH:5]=1 |f:1.2|. Reported procedure: A 10-mL single-neck round-bottomed flask equipped with a magnetic stirrer, and nitrogen inlet was charged with 2-methoxy-5-(2-methyl-3-nitrophenyl)pyridine (8) (1.00 g, 4.10 mmol) and pyridine hydrochloride (1.90 g, 16.4 mmol) and purged with nitrogen. The flask was place for five min into an oil bath preheated to 165° C. After this time the reaction was cooled to room temperature, and water (70 mL) was added. The resulting suspension was filtered, and the filter cake was washed with water (2×25... Reactants: NC1=CC=C(C=C1)CN(C(=O)C1CCCC2=CC=C(C=C12)OC)C1=CC=C(C=C1)C(C)C (N-[(4-aminophenyl)methyl]-N-(4-isopropylphenyl)-7-methoxy-1,2,3,4-tetrahydronaphthalene-1-carboxamide), C(CCCC)Br (pentyl bromide). Product: C(C)(C)C1=CC=C(C=C1)N(C(=O)C1CCCC2=CC=C(C=C12)OC)CC1=CC=C(C=C1)NCCCCC (N-(4-isopropylphenyl)-7-methoxy-N-[(4-pentylaminophenyl)methyl]-1,2,3,4-tetrahydronaphthalene-1-carboxamide). Reaction SMILES: [NH2:1][C:2]1[CH:7]=[CH:6][C:5]([CH2:8][N:9]([C:24]2[CH:29]=[CH:28][C:27]([CH:30]([CH3:32])[CH3:31])=[CH:26][CH:25]=2)[C:10]([CH:12]2[C:21]3[C:16](=[CH:17][CH:18]=[C:19]([O:22][CH3:23])[CH:20]=3)[CH2:15][CH2:14][CH2:13]2)=[O:11])=[CH:4][CH:3]=1.[CH2:33](Br)[CH2:34][CH2:35][CH2:36][CH3:37]>>[CH:30]([C:27]1[CH:26]=[CH:25][C:24]([N:9]([CH2:8][C:5]2[CH:6]=[CH:7][C:2]([NH:1][CH2:33][CH2:34][CH2:35][CH2:36][CH3:37])=[CH:3][CH:4]=2)[C:10]([CH:12]2[C:21]3[C:16](=[CH:17][CH:18]=[C:19]([O:22][CH3:23])[CH:20]=3)[CH2:15][CH2:14][CH2:13]2)=[O:11])=[CH:29][CH:28]=1)([CH3:32])[CH3:31]. Procedure details: By the reaction and treatment in the same manner as in Example 162 using N-[(4-aminophenyl)methyl]-N-(4-isopropylphenyl)-7-methoxy-1,2,3,4-tetrahydronaphthalene-1-carboxamide (0.41 g) and pentyl bromide (0.14 mL) as starting materials, N-(4-isopropylphenyl)-7-methoxy-N-[(4-pentylaminophenyl)methyl]-1,2,3,4-tetrahydronaphthalene-1-carboxamide (0.19 g) was obtained. The reactants are C1C(C)OC(C2CCC(CC2)C2=CC(=C(C(=C2)F)I)F)O1 (4-(3,5-difluoro-4-iodophenyl)cyclohexanecarboaldehyde propylene ketal), C(=O)O (formic acid). Solvent: C1(=CC=CC=C1)C (toluene). Product: FC=1C=C(C=C(C1I)F)C1CCC(CC1)C=O (4-(3,5-difluoro-4-iodophenyl)cyclohexanecarboaldehyde). Yield: 96.4%. As a reaction SMILES: C1O[CH:5]([CH:6]2[CH2:11][CH2:10][CH:9]([C:12]3[CH:17]=[C:16]([F:18])[C:15]([I:19])=[C:14]([F:20])[CH:13]=3)[CH2:8][CH2:7]2)[O:4]C1C.C(O)=O>C1(C)C=CC=CC=1>[F:18][C:16]1[CH:17]=[C:12]([CH:9]2[CH2:8][CH2:7][CH:6]([CH:5]=[O:4])[CH2:11][CH2:10]2)[CH:13]=[C:14]([F:20])[C:15]=1[I:19]. Procedure: To 50 ml of toluene were added 23 g (56 mmol) of 4-(3,5-difluoro-4-iodophenyl)cyclohexanecarboaldehyde propylene ketal obtained above and 39 g (848 mmol) of formic acid, and the mixture was refluxed for 2 hours. The reaction solution was washed with water, further with a saturated aqueous sodium bicarbonate and then with water and dried over magnesium sulfate. The solvent was distilled off to afford 19 g (54 mmol) of 4-(3,5-difluoro-4-iodophenyl)cyclohexanecarboaldehyde. Product: FC=1C=C(C=CC1OC)C1=NN(C2=NC(=NC=C21)N)C (3-(3-Fluoro-4-methoxy-phenyl)-1-methyl-1H-pyrazolo[3,4-d]pyrimidin-6-ylamine). Conditions: temperature 70 celsius. Procedure details: 3-Bromo-1-methyl-1H-pyrazolo[3,4-d]pyrimidin-6-ylamine (Intermediate 3) (1.2 g, 5.2 mmol) is dissolved in THF (40 ml), under an inert atmosphere of argon. To this is added Pd(PPh3)2Cl2 (0.224 g, 0.32 mmol), [3-fluoro-4-methoxyphenyl]boronic acid (0.98 g, 5.8 mmol) and a solution of Na2CO3 (1.5 g, 14 mmol) dissolved in distilled water (4 ml). The reaction mixture is heated to reflux at 70° C. for 24 hours. After cooling to room temperature the reaction mixture is pre-absorbed onto silica and puri... The reagents and catalysts are Cl[Pd]([P](C1=CC=CC=C1)(C2=CC=CC=C2)C3=CC=CC=C3)([P](C4=CC=CC=C4)(C5=CC=CC=C5)C6=CC=CC=C6)Cl (Pd(PPh3)2Cl2). The reactants are C(=O)([O-])[O-].[Na+].[Na+] (Na2CO3), FC=1C=C(C=CC1OC)B(O)O ([3-fluoro-4-methoxyphenyl]boronic acid), BrC1=NN(C2=NC(=NC=C21)N)C (3-Bromo-1-methyl-1H-pyrazolo[3,4-d]pyrimidin-6-ylamine), BrC1=NN(C2=NC(=NC=C21)N)C (3-Bromo-1-methyl-1H-pyrazolo[3,4-d]pyrimidin-6-ylamine). Run in O (water), C1CCOC1 (THF). As a reaction SMILES: Br[C:2]1[C:10]2[C:5](=[N:6][C:7]([NH2:11])=[N:8][CH:9]=2)[N:4]([CH3:12])[N:3]=1.[F:13][C:14]1[CH:15]=[C:16](B(O)O)[CH:17]=[CH:18][C:19]=1[O:20][CH3:21].C([O-])([O-])=O.[Na+].[Na+]>C1COCC1.O.Cl[Pd](Cl)([P](C1C=CC=CC=1)(C1C=CC=CC=1)C1C=CC=CC=1)[P](C1C=CC=CC=1)(C1C=CC=CC=1)C1C=CC=CC=1>[F:13][C:14]1[CH:15]=[C:16]([C:2]2[C:10]3[C:5](=[N:6][C:7]([NH2:11])=[N:8][CH:9]=3)[N:4]([CH3:12])[N:3]=2)[CH:17]=[CH:18][C:19]=1[O:20][CH3:21] |f:2.3.4,^1:39,58|.